Dataset: the Open Reaction Database (ORD), a public repository of structured organic reaction records. Task: describe an organic reaction: reactants, conditions, products, and yield The reactants are ClCCl, Clc1ccc(SCC(Cn2ccnc2)OCc2ccc(Cl)cc2Cl)cc1, O=C(OO)c1cccc(Cl)c1. Yields the product O=S(CC(Cn1ccnc1)OCc1ccc(Cl)cc1Cl)c1ccc(Cl)cc1. As a reaction SMILES: [CH2:38]([Cl:39])[Cl:40].[Cl:1][c:2]1[cH:3][cH:4][c:5]([S:8][CH2:9][CH:10]([CH2:11][n:12]2[cH:13][n:14][cH:15][cH:16]2)[O:17][CH2:18][c:19]2[c:20]([Cl:26])[cH:21][c:22]([Cl:25])[cH:23][cH:24]2)[cH:6][cH:7]1.[OH:27][O:28][C:29]([c:30]1[cH:31][c:32]([Cl:33])[cH:34][cH:35][cH:36]1)=[O:37]>>[Cl:1][c:2]1[cH:3][cH:4][c:5]([S:8]([CH2:9][CH:10]([CH2:11][n:12]2[cH:13][n:14][cH:15][cH:16]2)[O:17][CH2:18][c:19]2[c:20]([Cl:26])[cH:21][c:22]([Cl:25])[cH:23][cH:24]2)=[O:27])[cH:6][cH:7]1. Starting materials: CN(C)c1nc(NC2CCC(CCNC(=O)OCc3ccccc3)CC2)nc2ccccc12, CCO, C1=CCC=CC1. Product: CN(C)c1nc(NC2CCC(CCN)CC2)nc2ccccc12. As a reaction SMILES: [CH2:1]([O:2][C:3](=[O:4])[NH:10][CH2:11][CH2:12][CH:13]1[CH2:14][CH2:15][CH:16]([NH:19][c:20]2[n:21][c:22]3[cH:23][cH:24][cH:25][cH:26][c:27]3[c:28]([N:30]([CH3:31])[CH3:32])[n:29]2)[CH2:17][CH2:18]1)[c:5]1[cH:6][cH:7][cH:8][cH:9][cH:33]1.[CH3:40][CH2:41][OH:42].[CH:34]1=[CH:39][CH2:38][CH:37]=[CH:36][CH2:35]1>>[NH2:10][CH2:11][CH2:12][CH:13]1[CH2:14][CH2:15][CH:16]([NH:19][c:20]2[n:21][c:22]3[cH:23][cH:24][cH:25][cH:26][c:27]3[c:28]([N:30]([CH3:31])[CH3:32])[n:29]2)[CH2:17][CH2:18]1. Yields the product FC(C(F)(F)F)(C1=CC(=NO1)CO)F ((5-pentafluoroethyl-isoxazol-3-yl)methanol). Run in C(C)O (ethanol). Procedure details: 8.9 g of 4,4,5,5,6,6,6-heptafluoro-2-iodo-2-hexene-1-ol was dissolved in 90 ml of ethanol, and 40 ml of water, 4.17 g of hydroxylamine hydrochloride and 20.70 g of potassium carbonate were then added. The mixture was stirred and heated under reflux for 20 hours. The reaction mixture was concentrated under reduced pressure. After water was added, the residue was extracted with ethyl acetate. The organic layer was washed with water, dried over anhydrous magnesium sulfate, filtered and then concent... Reactants: O (water), Cl.NO (hydroxylamine hydrochloride), C([O-])([O-])=O.[K+].[K+] (potassium carbonate), FC(C=C(CO)I)(C(C(F)(F)F)(F)F)F (4,4,5,5,6,6,6-heptafluoro-2-iodo-2-hexene-1-ol). Reaction SMILES: F[C:2](F)([C:8]([F:14])([F:13])[C:9]([F:12])([F:11])[F:10])[CH:3]=[C:4](I)[CH2:5][OH:6].[OH2:16].Cl.[NH2:18]O.C(=O)([O-])[O-].[K+].[K+]>C(O)C>[F:13][C:8]([F:14])([C:2]1[O:16][N:18]=[C:4]([CH2:5][OH:6])[CH:3]=1)[C:9]([F:12])([F:11])[F:10] |f:2.3,4.5.6|. The reactants are CC(C)(C)OC(=O)N1CC(CNc2nc(-c3ccc(N)cc3)nc(N3CCOCC3)n2)C1, O=C(OC(Cl)(Cl)Cl)OC(Cl)(Cl)Cl, ClCCl, Nc1ccncc1. Product: CC(C)(C)OC(=O)N1CC(CNc2nc(-c3ccc(NC(=O)Nc4ccncc4)cc3)nc(N3CCOCC3)n2)C1. RXN SMILES: [C:13]([CH3:14])([CH3:15])([CH3:16])[O:17][C:18](=[O:19])[N:20]1[CH2:21][CH:22]([CH2:24][NH:25][c:26]2[n:27][c:28]([N:39]3[CH2:40][CH2:41][O:42][CH2:43][CH2:44]3)[n:29][c:30](-[c:32]3[cH:33][cH:34][c:35]([NH2:38])[cH:36][cH:37]3)[n:31]2)[CH2:23]1.[Cl:1][C:2]([Cl:3])([O:4][C:5]([O:6][C:7]([Cl:8])([Cl:9])[Cl:10])=[O:11])[Cl:12].[Cl:52][CH2:53][Cl:54].[NH2:45][c:46]1[cH:47][cH:48][n:49][cH:50][cH:51]1>>[C:5](=[O:11])([NH:38][c:35]1[cH:34][cH:33][c:32](-[c:30]2[n:29][c:28]([N:39]3[CH2:40][CH2:41][O:42][CH2:43][CH2:44]3)[n:27][c:26]([NH:25][CH2:24][CH:22]3[CH2:21][N:20]([C:18]([O:17][C:13]([CH3:14])([CH3:15])[CH3:16])=[O:19])[CH2:23]3)[n:31]2)[cH:37][cH:36]1)[NH:45][c:46]1[cH:47][cH:48][n:49][cH:50][cH:51]1. Reactants: [BH4-].[Li+] (Lithium borohydride), solution, ClC1=CC(=C(NC2=NC=NC3=CC(=C(C=C23)OC)OCC(=O)OCC)C=C1)F (4-(4-chloro-2-fluoroanilino)-7-(ethoxycarbonylmethoxy)-6-methoxyquinazoline). Run in C1CCOC1 (THF), C1CCOC1 (THF). Run at time 1.5 hour. Product: ClC1=CC(=C(NC2=NC=NC3=CC(=C(C=C23)OC)OCCO)C=C1)F (4-(4-chloro-2-fluoroanilino)-7-(2-hydroxyethoxy)-6-methoxyquinazoline). The yield is 27.5%. RXN SMILES: [BH4-].[Li+].[Cl:3][C:4]1[CH:29]=[CH:28][C:7]([NH:8][C:9]2[C:18]3[C:13](=[CH:14][C:15]([O:21][CH2:22][C:23](OCC)=[O:24])=[C:16]([O:19][CH3:20])[CH:17]=3)[N:12]=[CH:11][N:10]=2)=[C:6]([F:30])[CH:5]=1>C1COCC1>[Cl:3][C:4]1[CH:29]=[CH:28][C:7]([NH:8][C:9]2[C:18]3[C:13](=[CH:14][C:15]([O:21][CH2:22][CH2:23][OH:24])=[C:16]([O:19][CH3:20])[CH:17]=3)[N:12]=[CH:11][N:10]=2)=[C:6]([F:30])[CH:5]=1 |f:0.1|. Reported procedure: Lithium borohydride (150 μl of a 2M solution in THF, 0.15 mmol) was added to a solution of 4-(4-chloro-2-fluoroanilino)-7-(ethoxycarbonylmethoxy)-6-methoxyquinazoline (150 mg, 0.3 mmol) in THF (1 ml) and the mixture stirred for 1.5 hours. The reaction mixture was quenched with aqueous amonium chloride solution and extracted with ethyl acetate. The combined extracts were washed with water, dried (MgSO4) and concentrated by evaporation. Hexane was added, the mixture was cooled and the precipitated... Reactants: C(C)(=O)OC(C)=O (acetic anhydride), NC(C(=O)O)=C(COC)O (2-amino-3-hydroxy-4-methoxybutenoic acid), C(C)(=O)OC(C)=O (acetic anhydride), C(C)(=O)OC(C)=O (acetic anhydride). Run in O (water). Reaction conditions: time 1 hour. The product is C(C)(=O)NC(C(=O)O)C(COC)O (2-Acetamido-3-hydroxy-4-methoxybutanoic acid). Reaction SMILES: [NH2:1][C:2](=[C:6]([OH:10])[CH2:7][O:8][CH3:9])[C:3]([OH:5])=[O:4].[C:11](OC(=O)C)(=[O:13])[CH3:12]>O>[C:11]([NH:1][CH:2]([CH:6]([OH:10])[CH2:7][O:8][CH3:9])[C:3]([OH:5])=[O:4])(=[O:13])[CH3:12]. Procedure: To a solution of amino acid 7 (34 g, 0.23 mol) in 300 ml of water cooled to 0° was added dropwise with stirring, 10 ml of acetic anhydride. After 1 hr, an additional 10 ml of acetic anhydride was added. The process was continued until a total of 35 ml of acetic anhydride had been added. The reaction mixture was allowed to stand at 0° for 3 hrs. The solvent was then removed in vacuo at 50°. Water was added to the residue and after a homogeneous solution was obtained, the water was removed in vacu... Starting materials: O[C@@H](CN(C1CC2=C(CCC1)C=CC(=C2)C(NC)=O)C(=O)OC(C)(C)C)COC2=CC=CC=C2 (N-[(2S)-2-hydroxy-3-phenoxypropyl]-N-(3-methylcarbamoyl-6,7,8,9-tetrahydro-5H-benzocyclohepten-6-yl)-tert-butoxycarbonylamine), Cl (hydrogen chloride). Solvent: C(C)(=O)OCC (ethyl acetate), C(C)(=O)OCC (ethyl acetate). Product: Cl.O[C@@H](CNC1CC2=C(CCC1)C=CC(=C2)C(NC)=O)COC2=CC=CC=C2 (6-[(2S)-2-hydroxy-3-phenoxypropyl]amino-3-methylcarbamoyl-6,7,8,9-tetrahydro-5H-benzocycloheptene hydrochloride). RXN SMILES: [OH:1][C@H:2]([CH2:27][O:28][C:29]1[CH:34]=[CH:33][CH:32]=[CH:31][CH:30]=1)[CH2:3][N:4](C(OC(C)(C)C)=O)[CH:5]1[CH2:11][CH2:10][CH2:9][C:8]2[CH:12]=[CH:13][C:14]([C:16](=[O:19])[NH:17][CH3:18])=[CH:15][C:7]=2[CH2:6]1.[ClH:35]>C(OCC)(=O)C>[ClH:35].[OH:1][C@H:2]([CH2:27][O:28][C:29]1[CH:30]=[CH:31][CH:32]=[CH:33][CH:34]=1)[CH2:3][NH:4][CH:5]1[CH2:11][CH2:10][CH2:9][C:8]2[CH:12]=[CH:13][C:14]([C:16](=[O:19])[NH:17][CH3:18])=[CH:15][C:7]=2[CH2:6]1 |f:3.4|. Procedure details: A solution of N-[(2S)-2-hydroxy-3-phenoxypropyl]-N-(3-methylcarbamoyl-6,7,8,9-tetrahydro-5H-benzocyclohepten-6-yl)-tert-butoxycarbonylamine (108 mg) in ethyl acetate (1 ml) was treated with 4N hydrogen chloride in ethyl acetate solution (0.58 ml) overnight. The mixture was evaporated in vacuo and triturated in diisopropyl ether, and the precipitated powder was collected by filtration to afford 6-[(2S)-2-hydroxy-3-phenoxypropyl]amino-3-methylcarbamoyl-6,7,8,9-tetrahydro-5H-benzocycloheptene hydro...